From a dataset of the Open Reaction Database (ORD), a public repository of structured organic reaction records. describe an organic reaction: reactants, conditions, products, and yield Procedure details: 10 g (42 mmol) of N-tosyl-L-alanine and 6 to 7 drops of DMF were dissolved in 100 ml of dichloromethane and 3 ml of oxalyl chloride was added by dropwise under N2 gas. After 2 hrs, reaction mixture was evaporated. The solid residue, so formed, is dissolved in a small amount of chloroform, followed by the addition of purified hexane to obtain a white solid. Product: S(=O)(=O)(C1=CC=C(C)C=C1)N[C@@H](C)C(=O)Cl (N-tosyl-L-alanyl chloride). As a reaction SMILES: [S:1]([NH:11][C@H:12]([C:14]([OH:16])=O)[CH3:13])([C:4]1[CH:10]=[CH:9][C:7]([CH3:8])=[CH:6][CH:5]=1)(=[O:3])=[O:2].C(Cl)(=O)C([Cl:20])=O.N#N.CCCCCC>CN(C=O)C.ClCCl.C(Cl)(Cl)Cl>[S:1]([NH:11][C@H:12]([C:14]([Cl:20])=[O:16])[CH3:13])([C:4]1[CH:10]=[CH:9][C:7]([CH3:8])=[CH:6][CH:5]=1)(=[O:3])=[O:2]. Reaction conditions: time 2 hour. Starting materials: S(=O)(=O)(C1=CC=C(C)C=C1)N[C@@H](C)C(=O)O (N-tosyl-L-alanine), CCCCCC (hexane), C(C(=O)Cl)(=O)Cl (oxalyl chloride), N#N (N2). The reagents and catalysts are CN(C)C=O (DMF). Run in ClCCl (dichloromethane), C(Cl)(Cl)Cl (chloroform). Starting materials: ClC=1C=C(C=NC1OCC(C)C)O (5-chloro-6-isobutoxy-pyridin-3-ol), BrCC1=CC(=C(C(=O)OC)C=C1F)F (methyl 4-(bromomethyl)-2,5-difluorobenzoate), C([O-])([O-])=O.[K+].[K+] (potassium carbonate). Run in CS(=O)C (DMSO). Reaction conditions: time 18 hour. Product: ClC=1C=C(C=NC1OCC(C)C)OCC1=CC(=C(C(=O)OC)C=C1F)F (Methyl 4-{[(5-chloro-6-isobutoxypyridin-3-yl)oxy]methyl}-2,5-difluorobenzoate). The yield is 89.7%. RXN SMILES: [Cl:1][C:2]1[CH:3]=[C:4]([OH:13])[CH:5]=[N:6][C:7]=1[O:8][CH2:9][CH:10]([CH3:12])[CH3:11].Br[CH2:15][C:16]1[C:25]([F:26])=[CH:24][C:19]([C:20]([O:22][CH3:23])=[O:21])=[C:18]([F:27])[CH:17]=1.C(=O)([O-])[O-].[K+].[K+]>CS(C)=O>[Cl:1][C:2]1[CH:3]=[C:4]([O:13][CH2:15][C:16]2[C:25]([F:26])=[CH:24][C:19]([C:20]([O:22][CH3:23])=[O:21])=[C:18]([F:27])[CH:17]=2)[CH:5]=[N:6][C:7]=1[O:8][CH2:9][CH:10]([CH3:11])[CH3:12] |f:2.3.4|. Reported procedure: To 5-chloro-6-isobutoxy-pyridin-3-ol (Preparation 1, 364 mg, 1.8 mmol) in DMSO (15 mL) was added methyl 4-(bromomethyl)-2,5-difluorobenzoate (Preparation 3, 479 mg, 1.8 mmol) followed by potassium carbonate (500 mg, 3.6 mmol) and the resulting mixture stirred at room temperature for 18 hours under nitrogen. The mixture was poured onto water (20 mL) and extracted with ethyl acetate (3×40 mL). The combined extracts were washed with water (20 mL), dried over magnesium sulphate, filtered and the sol... Reactants: O=C([O-])[O-], [K+], [K+], CN(C)C=O, OCc1cc(O)cc(CO)c1, COC(=O)CCOCCOCCOCCOS(=O)(=O)c1ccc(C)cc1. The product is COC(=O)CCOCCOCCOCCOc1cc(CO)cc(CO)c1. Reaction SMILES: [C:38](=[O:39])([O-:40])[O-:41].[K+:42].[K+:43].[O:44]=[CH:45][N:46]([CH3:47])[CH3:48].[OH:27][c:28]1[cH:29][c:30]([CH2:36][OH:37])[cH:31][c:32]([CH2:34][OH:35])[cH:33]1.[S:1]([O:2][CH2:12][CH2:13][O:14][CH2:15][CH2:16][O:17][CH2:18][CH2:19][O:20][CH2:21][CH2:22][C:23](=[O:24])[O:25][CH3:26])([c:3]1[cH:4][cH:5][c:6]([CH3:7])[cH:8][cH:9]1)(=[O:10])=[O:11]>>[CH2:12]([CH2:13][O:14][CH2:15][CH2:16][O:17][CH2:18][CH2:19][O:20][CH2:21][CH2:22][C:23](=[O:24])[O:25][CH3:26])[O:27][c:28]1[cH:29][c:30]([CH2:36][OH:37])[cH:31][c:32]([CH2:34][OH:35])[cH:33]1. Reactants: OC1C=C(C(C1)=O)CCCCCCC(=O)OC (methyl 7-(3(RS)-hydroxy-5-oxocyclopent-1-en--yl)heptanoate), O[C@@H]1C=C(C(C1)=O)CCCCCCC(=O)OC (methyl 7-(3(S)-hydroxy-5-oxocyclopent-1-en-1-yl)-heptanoate). The product is O1C(CCCC1)OC1C=C(C(C1)=O)CCCCCCC(=O)OC (methyl 7-(3(RS)-tetrahydropyran-2-yloxy-5-oxocyclopent-1-en-1-yl)heptanoate). RXN SMILES: [OH:1][CH:2]1[CH2:6][C:5](=[O:7])[C:4]([CH2:8][CH2:9][CH2:10][CH2:11][CH2:12][CH2:13][C:14]([O:16][CH3:17])=[O:15])=[CH:3]1.O[C@H]1CC(=O)C(CCC[CH2:28][CH2:29][CH2:30][C:31]([O:33][CH3:34])=O)=C1>>[O:33]1[CH2:34][CH2:28][CH2:29][CH2:30][CH:31]1[O:1][CH:2]1[CH2:6][C:5](=[O:7])[C:4]([CH2:8][CH2:9][CH2:10][CH2:11][CH2:12][CH2:13][C:14]([O:16][CH3:17])=[O:15])=[CH:3]1. Procedure: When an equivalent quantity of methyl 7-(3(RS)-hydroxy-5-oxocyclopent-1-en--yl)heptanoate is substituted for the methyl 7-(3(S)-hydroxy-5-oxocyclopent-1-en-1-yl)-heptanoate and the procedure detailed in Part A substantially repeated, there is obtained methyl 7-(3(RS)-tetrahydropyran-2-yloxy-5-oxocyclopent-1-en-1-yl)heptanoate. Reactants: O=C([O-])[O-], Fc1cccc2ccc(Cl)nc12, ClC(Cl)Cl, [Cs+], [Cs+], C1COCCO1, Cl[Pd]Cl, c1ccc(P(c2ccccc2)c2ccccc2)cc1, c1ccc(P(c2ccccc2)c2ccccc2)cc1, c1ccn2cnnc2c1. The product is Fc1cccc2ccc(-c3nnc4ccccn34)nc12. RXN SMILES: [C:22](=[O:23])([O-:24])[O-:25].[Cl:1][c:2]1[n:3][c:4]2[c:5]([F:12])[cH:6][cH:7][cH:8][c:9]2[cH:10][cH:11]1.[Cl:34][CH:35]([Cl:36])[Cl:37].[Cs+:26].[Cs+:27].[O:28]1[CH2:29][CH2:30][O:31][CH2:32][CH2:33]1.[Pd:38]([Cl:39])[Cl:40].[c:41]1([P:42]([c:43]2[cH:44][cH:45][cH:46][cH:47][cH:48]2)[c:49]2[cH:50][cH:51][cH:52][cH:53][cH:54]2)[cH:55][cH:56][cH:57][cH:58][cH:59]1.[c:60]1([P:61]([c:62]2[cH:63][cH:64][cH:65][cH:66][cH:67]2)[c:68]2[cH:69][cH:70][cH:71][cH:72][cH:73]2)[cH:74][cH:75][cH:76][cH:77][cH:78]1.[n:13]1[n:14][cH:15][n:16]2[c:17]1[cH:18][cH:19][cH:20][cH:21]2>>[c:2]1(-[c:15]2[n:14][n:13][c:17]3[n:16]2[cH:21][cH:20][cH:19][cH:18]3)[n:3][c:4]2[c:5]([F:12])[cH:6][cH:7][cH:8][c:9]2[cH:10][cH:11]1. Reactants: CC(CCCCCC)=O (octan-2-one), C(C)(C)(C)OC (MTBE), C(CCCC)(=O)OCC (ethyl pentanoate), C(C)(C)(C)OC (MTBE), Cl (hydrochloric acid), [NH2-].[Li+] (Lithium amide), C(C)(C)(C)OC (methyl t-butyl ether). Reaction conditions: time 1 hour. The product is CCCCCCC(CC(CCCCCC)=O)=O (pentadecane-7,9-dione). Reaction SMILES: [NH2-].[Li+].[CH3:3][C:4](=[O:11])[CH2:5][CH2:6][CH2:7][CH2:8][CH2:9][CH3:10].[C:12]([O:18]CC)(=O)[CH2:13][CH2:14][CH2:15][CH3:16].Cl.[C:22](OC)(C)(C)[CH3:23]>>[CH3:10][CH2:9][CH2:8][CH2:7][CH2:6][CH2:5][C:4](=[O:11])[CH2:3][C:12](=[O:18])[CH2:13][CH2:14][CH2:15][CH2:16][CH2:22][CH3:23] |f:0.1|. Procedure: Lithium amide (12.4 g, 498 mmol) was dissolved in 130 mL of methyl t-butyl ether (MTBE), and a solution of 32.4 g (253 mmol) of octan-2-one in MTBE (67 mL) was dropped under a nitrogen atmosphere at 35° C. and the mixture was stirred for 1 hour. Then, into this was dropped a solution of 80.0 g (506 mmol) of ethyl pentanoate in MTBE (67 mL), and the mixture was stirred at 35° C. for 4.5 hours. After cooling, the resultant mixed liquid was added into concentrated hydrochloric acid containing ice a... Reactants: [Bi], CCCCc1ncc(CO)[nH]1, [Na+], [OH-], O, OO, [Pt]. Yields the product CCCCc1ncc(C=O)[nH]1. RXN SMILES: [Bi:12].[CH2:1]([CH2:2][CH2:3][CH3:4])[c:5]1[nH:6][c:7]([CH2:10][OH:11])[cH:8][n:9]1.[Na+:14].[OH-:13].[OH2:18].[OH:15][OH:16].[Pt:17]>>[CH2:1]([CH2:2][CH2:3][CH3:4])[c:5]1[nH:6][c:7]([CH:10]=[O:11])[cH:8][n:9]1. Starting materials: CCN=C=NCCCN(C)C, CCOC(C)=O, Nc1cnc2[nH]nc(C3CC3)c2c1, CCCS(=O)(=O)Nc1ccc(F)c(C(=O)O)c1Cl, CN(C)C=O, On1nnc2ccccc21. Product: CCCS(=O)(=O)Nc1ccc(F)c(C(=O)Nc2cnc3[nH]nc(C4CC4)c3c2)c1Cl. RXN SMILES: [CH3:32][CH2:33][N:34]=[C:35]=[N:36][CH2:37][CH2:38][CH2:39][N:40]([CH3:41])[CH3:42].[CH3:58][CH2:59][O:60][C:61](=[O:62])[CH3:63].[CH:1]1([c:4]2[n:5][nH:6][c:7]3[n:8][cH:9][c:10]([NH2:13])[cH:11][c:12]23)[CH2:2][CH2:3]1.[Cl:14][c:15]1[c:16]([C:17](=[O:18])[OH:19])[c:20]([F:31])[cH:21][cH:22][c:23]1[NH:24][S:25](=[O:26])(=[O:27])[CH2:28][CH2:29][CH3:30].[O:53]=[CH:54][N:55]([CH3:56])[CH3:57].[OH:43][n:44]1[c:45]2[c:46]([cH:47][cH:48][cH:49][cH:50]2)[n:51][n:52]1>>[CH:1]1([c:4]2[n:5][nH:6][c:7]3[n:8][cH:9][c:10]([NH:13][C:17]([c:16]4[c:15]([Cl:14])[c:23]([NH:24][S:25](=[O:26])(=[O:27])[CH2:28][CH2:29][CH3:30])[cH:22][cH:21][c:20]4[F:31])=[O:18])[cH:11][c:12]23)[CH2:2][CH2:3]1. Starting materials: NC(C(C)(C)C)C(=O)N (DL-tertiary leucine amide), N[C@@H](C(C)(C)C)C(=O)O (L-tertiary leucine), N[C@H](C(C)(C)C)C(=O)N (D-tertiary leucine amide). Product: N[C@@H](C(C)(C)C)C(=O)N (tertiary leucine amide). As a reaction SMILES: [NH2:1][CH:2]([C:7]([NH2:9])=[O:8])[C:3]([CH3:6])([CH3:5])[CH3:4].N[C@H](C(O)=O)C(C)(C)C.N[C@@H](C(N)=O)C(C)(C)C>>[NH2:1][C@H:2]([C:7]([NH2:9])=[O:8])[C:3]([CH3:6])([CH3:5])[CH3:4]. Procedure: In the same way as in example VIII, an incubation was carried out with DL-tertiary leucine amide. Analysis of the remaining reaction mixture after 8 hours showed that both L-tertiary leucine and D-tertiary leucine amide with an e.e. of ≥99% were present in the reaction mixture. Starting materials: CN1C(N([C@@H]([C@@H]1C)C1=CC=CC=C1)C([C@H](CCCCCC\C=C\C[C@H]1[C@H]2[C@@H]3CC[C@@H]([C@@]3(C)CC[C@@H]2C=2C=CC(=CC2C1)OC)O)CCC(C(C(C(F)(F)F)(F)F)(F)F)(F)F)=O)=O ((4S,5R)-3,4-dimethyl-1-[(2R,9E)-11-(17β-hydroxy-3-methoxyestra-1,3,5(10)-trien-7α-yl)-2-(3,3,4,4,5,5,6,6,6-nonafluorohexyl)-9-undecenoyl]-5-phenylimidazolidin-2-one), CN1C(N([C@@H]([C@@H]1C)C1=CC=CC=C1)C([C@H](CCCCCC\C=C/C[C@H]1[C@H]2[C@@H]3CC[C@@H]([C@@]3(C)CC[C@@H]2C=2C=CC(=CC2C1)OC)O)CCC(C(C(C(F)(F)F)(F)F)(F)F)(F)F)=O)=O ((4S,5R)-3,4-dimethyl-1-[(2R,9Z)-11-(17β-hydroxy-3-methoxyestra-1,3,5(10)-trien-7α-yl)-2-(3,3,4,4,5,5,6,6,6-nonafluorohexyl)-9-undecenoyl]-5-phenylimidazolidin-2-one). The reagents and catalysts are [C].[Pd] (palladium carbon). The solvent is C(C)(=O)OCC (ethyl acetate). Conditions: time 19 hour. Yields the product CN1C(N([C@@H]([C@@H]1C)C1=CC=CC=C1)C([C@H](CCCCCCCCC[C@H]1[C@H]2[C@@H]3CC[C@@H]([C@@]3(C)CC[C@@H]2C=2C=CC(=CC2C1)OC)O)CCC(C(C(C(F)(F)F)(F)F)(F)F)(F)F)=O)=O ((4S,5R)-3,4-dimethyl-1-[(2R)-11-(17β-hydroxy-3-methoxyestra-1,3,5(10)-trien-7α-yl)-2-(3,3,4,4,5,5,6,6,6-nonafluorohexyl)undecanoyl]-5-phenylimidazolidin-2-one). Isolated yield 100.0%. Reaction SMILES: [CH3:1][N:2]1[C@@H:6]([CH3:7])[C@@H:5]([C:8]2[CH:13]=[CH:12][CH:11]=[CH:10][CH:9]=2)[N:4]([C:14](=[O:61])[C@@H:15]([CH2:46][CH2:47][C:48]([F:60])([F:59])[C:49]([F:58])([F:57])[C:50]([F:56])([F:55])[C:51]([F:54])([F:53])[F:52])[CH2:16][CH2:17][CH2:18][CH2:19][CH2:20][CH2:21]/[CH:22]=[CH:23]/[CH2:24][C@@H:25]2[CH2:42][C:41]3[CH:40]=[C:39]([O:43][CH3:44])[CH:38]=[CH:37][C:36]=3[C@@H:35]3[C@@H:26]2[C@H:27]2[C@@:31]([CH2:33][CH2:34]3)([CH3:32])[C@@H:30]([OH:45])[CH2:29][CH2:28]2)[C:3]1=[O:62].CN1[C@@H](C)[C@@H](C2C=CC=CC=2)N(C(=O)[C@@H](CCC(F)(F)C(F)(F)C(F)(F)C(F)(F)F)CCCCCC/C=C\C[C@@H]2CC3C=C(OC)C=CC=3[C@@H]3[C@@H]2[C@H]2[C@@](CC3)(C)[C@@H](O)CC2)C1=O>C(OCC)(=O)C.[C].[Pd]>[CH3:1][N:2]1[C@@H:6]([CH3:7])[C@@H:5]([C:8]2[CH:9]=[CH:10][CH:11]=[CH:12][CH:13]=2)[N:4]([C:14](=[O:61])[C@@H:15]([CH2:46][CH2:47][C:48]([F:59])([F:60])[C:49]([F:58])([F:57])[C:50]([F:56])([F:55])[C:51]([F:54])([F:53])[F:52])[CH2:16][CH2:17][CH2:18][CH2:19][CH2:20][CH2:21][CH2:22][CH2:23][CH2:24][C@@H:25]2[CH2:42][C:41]3[CH:40]=[C:39]([O:43][CH3:44])[CH:38]=[CH:37][C:36]=3[C@@H:35]3[C@@H:26]2[C@H:27]2[C@@:31]([CH2:33][CH2:34]3)([CH3:32])[C@@H:30]([OH:45])[CH2:29][CH2:28]2)[C:3]1=[O:62] |f:3.4|. Procedure details: The mixture of (4S,5R)-3,4-dimethyl-1-[(2R,9E)-11-(17β-hydroxy-3-methoxyestra-1,3,5(10)-trien-7α-yl)-2-(3,3,4,4,5,5,6,6,6-nonafluorohexyl)-9-undecenoyl]-5-phenylimidazolidin-2-one and (4S,5R)-3,4-dimethyl-1-[(2R,9Z)-11-(17β-hydroxy-3-methoxyestra-1,3,5(10)-trien-7α-yl)-2-(3,3,4,4,5,5,6,6,6-nonafluorohexyl)-9-undecenoyl]-5-phenylimidazolidin-2-one (579 mg, 653 μmol) was dissolved in ethyl acetate (14 ml), followed by addition of 10% palladium carbon (58 mg) at room temperature. After purging with...